This data is from the Open Reaction Database (ORD), a public repository of structured organic reaction records. The task is: describe an organic reaction: reactants, conditions, products, and yield Reactants: CS(=O)(=O)Cl, CN(C)c1ccncc1, COC(=O)C1CC(O)CCN1C(=O)OC(C)(C)C, c1ccncc1. Yields the product COC(=O)C1CC(OS(C)(=O)=O)CCN1C(=O)OC(C)(C)C. RXN SMILES: [CH3:1][S:2]([Cl:3])(=[O:4])=[O:5].[CH3:24][N:25]([c:26]1[cH:27][cH:28][n:29][cH:30][cH:31]1)[CH3:32].[OH:6][CH:7]1[CH2:8][CH:9]([C:20](=[O:21])[O:22][CH3:23])[N:10]([C:13](=[O:14])[O:15][C:16]([CH3:17])([CH3:18])[CH3:19])[CH2:11][CH2:12]1.[cH:33]1[cH:34][cH:35][n:36][cH:37][cH:38]1>>[CH3:1][S:2](=[O:4])(=[O:5])[O:6][CH:7]1[CH2:8][CH:9]([C:20](=[O:21])[O:22][CH3:23])[N:10]([C:13](=[O:14])[O:15][C:16]([CH3:17])([CH3:18])[CH3:19])[CH2:11][CH2:12]1. Reactants: C1CCOC1, CN1CCC(O)CC1, COC(=O)c1ccc(O)cc1, CCOC(=O)N=NC(=O)OCC, c1ccc(P(c2ccccc2)c2ccccc2)cc1. Product: COC(=O)c1ccc(OC2CCN(C)CC2)cc1. Reaction SMILES: [CH2:51]1[O:52][CH2:53][CH2:54][CH2:55]1.[CH3:1][N:2]1[CH2:3][CH2:4][CH:5]([OH:8])[CH2:6][CH2:7]1.[CH3:28][O:29][C:30]([c:31]1[cH:32][cH:33][c:34]([OH:37])[cH:35][cH:36]1)=[O:38].[O:39]=[C:40]([O:41][CH2:42][CH3:43])[N:44]=[N:45][C:46]([O:47][CH2:48][CH3:49])=[O:50].[c:9]1([P:10]([c:11]2[cH:12][cH:13][cH:14][cH:15][cH:16]2)[c:17]2[cH:18][cH:19][cH:20][cH:21][cH:22]2)[cH:23][cH:24][cH:25][cH:26][cH:27]1>>[CH3:1][N:2]1[CH2:3][CH2:4][CH:5]([O:8][c:34]2[cH:33][cH:32][c:31]([C:30]([O:29][CH3:28])=[O:38])[cH:36][cH:35]2)[CH2:6][CH2:7]1. Reactants: c1ccc(CN2CCNCC2)cc1, C(=NC1CCCCC1)=NC1CCCCC1, C1CCOC1, O=C(O)CCc1ccccc1. The product is O=C(CCc1ccccc1)N1CCN(Cc2ccccc2)CC1. As a reaction SMILES: [CH2:16]([c:17]1[cH:18][cH:19][cH:20][cH:21][cH:22]1)[N:23]1[CH2:24][CH2:25][NH:26][CH2:27][CH2:28]1.[CH:1]1([N:2]=[C:3]=[N:4][CH:5]2[CH2:6][CH2:7][CH2:8][CH2:9][CH2:10]2)[CH2:11][CH2:12][CH2:13][CH2:14][CH2:15]1.[O:40]1[CH2:41][CH2:42][CH2:43][CH2:44]1.[OH:29][C:30](=[O:31])[CH2:32][CH2:33][c:34]1[cH:35][cH:36][cH:37][cH:38][cH:39]1>>[CH2:16]([c:17]1[cH:18][cH:19][cH:20][cH:21][cH:22]1)[N:23]1[CH2:24][CH2:25][N:26]([C:30](=[O:29])[CH2:32][CH2:33][c:34]2[cH:35][cH:36][cH:37][cH:38][cH:39]2)[CH2:27][CH2:28]1. Starting materials: N1=CC=CC=C1 (pyridine), P(Cl)(Cl)(Cl)(Cl)Cl (phosphorus pentachloride), C(CC(C)O)O (1.3-butanediol), Cl (hydrochloric acid), C1(=CC=CC=C1)C(C1=CC=CC=C1)OC(=O)C1=C(CS[C@H]2N1C([C@H]2NC(CC2=CC=CC=C2)=O)=O)SCSC=2N=NNC2 (7β-phenylacetamido-3-(1,2,3-triazol-4-ylthiomethylthio)-3-cephem-4-carboxylic acid diphenylmethyl ester), N1=CC=CC=C1 (pyridine), C(C1=CC=CC=C1)(C1=CC=CC=C1)(C1=CC=CC=C1)Cl (trityl chloride). The solvent is ClCCl (dichloromethane), O (water), ClCCl (dichloromethane), O (water), ClCCl (dichloromethane), ClCCl (dichloromethane). Conditions: time 1 hour. Product: C1(=CC=CC=C1)C(C1=CC=CC=C1)OC(=O)C1=C(CS[C@H]2N1C([C@H]2N)=O)SC(SC=2N=NNC2)C(C2=CC=CC=C2)(C2=CC=CC=C2)C2=CC=CC=C2 (7β-amino-3-(trityl-1,2,3-triazol-4-ylthiomethylthio) -3-cephem-4- carboxylic acid diphenylmethyl ester). Yield: 56.0%. As a reaction SMILES: [C:1]1([CH:7]([O:14][C:15]([C:17]2[N:22]3[C:23](=[O:35])[C@@H:24]([NH:25]C(=O)CC4C=CC=CC=4)[C@H:21]3[S:20][CH2:19][C:18]=2[S:36][CH2:37][S:38][C:39]2[N:40]=[N:41][NH:42][CH:43]=2)=[O:16])[C:8]2[CH:13]=[CH:12][CH:11]=[CH:10][CH:9]=2)[CH:6]=[CH:5][CH:4]=[CH:3][CH:2]=1.N1C=CC=CC=1.[C:50](Cl)([C:63]1[CH:68]=[CH:67][CH:66]=[CH:65][CH:64]=1)([C:57]1[CH:62]=[CH:61][CH:60]=[CH:59][CH:58]=1)[C:51]1[CH:56]=[CH:55][CH:54]=[CH:53][CH:52]=1.Cl.P(Cl)(Cl)(Cl)(Cl)Cl.C(O)CC(O)C>ClCCl.O>[C:8]1([CH:7]([O:14][C:15]([C:17]2[N:22]3[C:23](=[O:35])[C@@H:24]([NH2:25])[C@H:21]3[S:20][CH2:19][C:18]=2[S:36][CH:37]([C:50]([C:51]2[CH:56]=[CH:55][CH:54]=[CH:53][CH:52]=2)([C:63]2[CH:64]=[CH:65][CH:66]=[CH:67][CH:68]=2)[C:57]2[CH:58]=[CH:59][CH:60]=[CH:61][CH:62]=2)[S:38][C:39]2[N:40]=[N:41][NH:42][CH:43]=2)=[O:16])[C:1]2[CH:2]=[CH:3][CH:4]=[CH:5][CH:6]=2)[CH:13]=[CH:12][CH:11]=[CH:10][CH:9]=1. Procedure details: To a solution of 7β-phenylacetamido-3-(1,2,3-triazol-4-ylthiomethylthio)-3-cephem-4-carboxylic acid diphenylmethyl ester (10.0 g : 15.9 mMol.) in dichloromethane (100 ml) under ice cooling are added pyridine (1.54 ml : 19.1 mMol.) and trityl chloride (5.32 g 19.1 mMol.), and the mixture is stirred at room temperature for 1 hour. The reaction mixture is mixed with 10% hydrochloric acid (2 ml), diluted with water, and extracted with ethyl acetate. The extract is washed with water, dried over sodiu... Starting materials: C(O)([O-])=O.[Na+] (sodium hydrogencarbonate), ClCCl (dichloromethane), CC(C)(C1=CC(=CC(=C1)F)Cl)NC(C(C)=O)C (N-[1-methyl-1-(3-chloro-5-fluorophenyl)ethyl]-N-(1-methyl-2-oxopropyl)amine), FC1=C(C=CC=C1)CC(=O)Cl ((2-fluorophenyl)acetyl chloride). The solvent is N1=CC=CC=C1 (pyridine). Run at time 1 hour. Yields the product CC(C)(C1=CC(=CC(=C1)F)Cl)N1C(C(=C(C1C)C)C1=C(C=CC=C1)F)=O (1-[1-methyl-1-(3-chloro-5-fluorophenyl)ethyl]-4,5-dimethyl-3-(2-fluorophenyl)-3-pyrroline-2-one). Yield: 50.3%. Reaction SMILES: ClCCl.[CH3:4][C:5]([NH:15][CH:16]([CH3:20])[C:17](=O)[CH3:18])([C:7]1[CH:12]=[C:11]([F:13])[CH:10]=[C:9]([Cl:14])[CH:8]=1)[CH3:6].[F:21][C:22]1[CH:27]=[CH:26][CH:25]=[CH:24][C:23]=1[CH2:28][C:29](Cl)=[O:30].C(=O)([O-])O.[Na+]>N1C=CC=CC=1>[CH3:6][C:5]([N:15]1[CH:16]([CH3:20])[C:17]([CH3:18])=[C:28]([C:23]2[CH:24]=[CH:25][CH:26]=[CH:27][C:22]=2[F:21])[C:29]1=[O:30])([C:7]1[CH:12]=[C:11]([F:13])[CH:10]=[C:9]([Cl:14])[CH:8]=1)[CH3:4] |f:3.4|. Procedure details: To 20 ml of dichloromethane were added 3.0 g of N-[1-methyl-1-(3-chloro-5-fluorophenyl)ethyl]-N-(1-methyl-2-oxopropyl)amine and 3.5 g of pyridine, and 3.0 g of (2-fluorophenyl)acetyl chloride was then added dropwise thereto at 5° to 10° C. After stirring at room temperature for 1 hour, a saturated aqueous sodium hydrogencarbonate solution was added, followed by extraction with dichloromethane. After dried over anhydrous sodium sulfate, the solution was concentrated by evaporation, and the result... Reactants: CC1=NOC(=C1C=1C=C(C2=C(NC(=N2)OCC)C1)C(=O)C1=NC=CC=C1)C ((6-(3,5-dimethylisoxazol-4-yl)-2-ethoxy-1H-benzo[d]imidazol-4-yl)(pyridin-2-yl)methanone), C(C)(CC)[Mg]Br (Sec-butylmagnesium bromide). The solvent is C1CCOC1 (THF). Run at time 10 minute. Product: CC1=NOC(=C1C=1C=C(C2=C(NC(=N2)OCC)C1)C(C(CC)C)(O)C1=NC=CC=C1)C (1-(6-(3,5-dimethylisoxazol-4-yl)-2-ethoxy-1H-benzo[d]imidazol-4-yl)-2-methyl-1-(pyridin-2-yl)butan-1-ol). RXN SMILES: [CH3:1][C:2]1[C:6]([C:7]2[CH:8]=[C:9]([C:19]([C:21]3[CH:26]=[CH:25][CH:24]=[CH:23][N:22]=3)=[O:20])[C:10]3[N:14]=[C:13]([O:15][CH2:16][CH3:17])[NH:12][C:11]=3[CH:18]=2)=[C:5]([CH3:27])[O:4][N:3]=1.[CH:28]([Mg]Br)([CH2:30][CH3:31])[CH3:29]>C1COCC1>[CH3:1][C:2]1[C:6]([C:7]2[CH:8]=[C:9]([C:19]([C:21]3[CH:26]=[CH:25][CH:24]=[CH:23][N:22]=3)([OH:20])[CH:28]([CH3:29])[CH2:30][CH3:31])[C:10]3[N:14]=[C:13]([O:15][CH2:16][CH3:17])[NH:12][C:11]=3[CH:18]=2)=[C:5]([CH3:27])[O:4][N:3]=1. Reported procedure: (6-(3,5-dimethylisoxazol-4-yl)-2-ethoxy-1H-benzo[d]imidazol-4-yl)(pyridin-2-yl)methanone (20 mg, 0.055 mmol) was dissolved in dry THF (0.55 mL) under argon. Sec-butylmagnesium bromide (1.0 M in THF, 0.27 mL, 0.28 mmol) was added dropwise and the reaction was allowed to stir for 10 minutes. The reaction was quenched with water, concentrated and purified by reverse-phase HPLC to give 1-(6-(3,5-dimethylisoxazol-4-yl)-2-ethoxy-1H-benzo[d]imidazol-4-yl)-2-methyl-1-(pyridin-2-yl)butan-1-ol intermediat... Reactants: CC#N, C=O, COc1cc2c(Oc3ccc([N+](=O)[O-])cc3F)ccnc2cc1OCC1CC2CNCC2C1, O, O. As a reaction SMILES: [C:35](#[N:36])[CH3:37].[CH2:38]=[O:39].[F:1][c:2]1[c:3]([O:4][c:5]2[cH:6][cH:7][n:8][c:9]3[cH:10][c:11]([O:17][CH2:18][CH:19]4[CH2:20][CH:21]5[CH:22]([CH2:23][NH:24][CH2:25]5)[CH2:26]4)[c:12]([O:15][CH3:16])[cH:13][c:14]23)[cH:27][cH:28][c:29]([N+:31](=[O:32])[O-:33])[cH:30]1.[OH2:34].[OH2:40]>>[F:1][c:2]1[c:3]([O:4][c:5]2[cH:6][cH:7][n:8][c:9]3[cH:10][c:11]([O:17][CH2:18][CH:19]4[CH2:20][CH:21]5[CH:22]([CH2:23][N:24]([CH3:35])[CH2:25]5)[CH2:26]4)[c:12]([O:15][CH3:16])[cH:13][c:14]23)[cH:27][cH:28][c:29]([N+:31](=[O:32])[O-:33])[cH:30]1. The product is COc1cc2c(Oc3ccc([N+](=O)[O-])cc3F)ccnc2cc1OCC1CC2CN(C)CC2C1.